Dataset: the Open Reaction Database (ORD), a public repository of structured organic reaction records. Task: describe an organic reaction: reactants, conditions, products, and yield Isolated yield 70.1%. Product: C(CC)N(C=1C=CC(=C(C1)NC(=S)NC1=C(C=C(C=C1C)C)C)C)CCC (1-(5-Dipropylamino-2-methylphenyl)-3-mesityl thiourea). Starting materials: CC1=C(C=C(C=C1)N(CCC)CCC)N (4-Methyl-N1,N1-dipropyl-benzene-1,3-diamine), CC1=C(C(=CC(=C1)C)C)N=C=S (2,4,6-trimethylphenylisothiocyanate). Procedure details: A mixture of 4-Methyl-N1,N1-dipropyl-benzene-1,3-diamine (200 mg, 0.970 mmol) and 2,4,6-trimethylphenylisothiocyanate (215 mg, 1.21 mmol) in methanol (2 ml) was refluxed for 18 h. The solvent was evaporated under vacuum. The residue was triturated with methanol. The solid was collected by filtration and washed with methanol to afford 261 mg of the title compound. Solvent: CO (methanol). RXN SMILES: [CH3:1][C:2]1[CH:7]=[CH:6][C:5]([N:8]([CH2:12][CH2:13][CH3:14])[CH2:9][CH2:10][CH3:11])=[CH:4][C:3]=1[NH2:15].[CH3:16][C:17]1[CH:22]=[C:21]([CH3:23])[CH:20]=[C:19]([CH3:24])[C:18]=1[N:25]=[C:26]=[S:27]>CO>[CH2:9]([N:8]([CH2:12][CH2:13][CH3:14])[C:5]1[CH:6]=[CH:7][C:2]([CH3:1])=[C:3]([NH:15][C:26]([NH:25][C:18]2[C:17]([CH3:16])=[CH:22][C:21]([CH3:23])=[CH:20][C:19]=2[CH3:24])=[S:27])[CH:4]=1)[CH2:10][CH3:11].